From a dataset of the Open Reaction Database (ORD), a public repository of structured organic reaction records. describe an organic reaction: reactants, conditions, products, and yield Starting materials: [H-].[Na+] (Sodium hydride), OC1=CC2=C(CCN(CC2)C(=O)OC(C)(C)C)C=C1I (1,1-dimethylethyl 7-hydroxy-8-iodo-1,2,4,5-tetrahydro-3H-3-benzazepine-3-carboxylate), C(C1=CC=CC=C1)Br (benzyl bromide). Run at time 15 minute. Product: IC1=CC2=C(CCN(CC2)C(=O)OC(C)(C)C)C=C1OCC1=CC=CC=C1 (1,1-Dimethylethyl 7-iodo-8-[(phenylmethyl)oxy]-1,2,4,5-tetrahydro-3H-3-benzazepine-3-carboxylate). As a reaction SMILES: [H-].[Na+].[OH:3][C:4]1[C:21]([I:22])=[CH:20][C:7]2[CH2:8][CH2:9][N:10]([C:13]([O:15][C:16]([CH3:19])([CH3:18])[CH3:17])=[O:14])[CH2:11][CH2:12][C:6]=2[CH:5]=1.[CH2:23](Br)[C:24]1[CH:29]=[CH:28][CH:27]=[CH:26][CH:25]=1>CN(C)C=O.O.C(OCC)(=O)C>[I:22][C:21]1[C:4]([O:3][CH2:23][C:24]2[CH:29]=[CH:28][CH:27]=[CH:26][CH:25]=2)=[CH:5][C:6]2[CH2:12][CH2:11][N:10]([C:13]([O:15][C:16]([CH3:19])([CH3:17])[CH3:18])=[O:14])[CH2:9][CH2:8][C:7]=2[CH:20]=1 |f:0.1|. Procedure details: Sodium hydride (60% disp. in mineral oil, 576 mg, 14.4 mmol) was added to a stirred solution of 1,1-dimethylethyl 7-hydroxy-8-iodo-1,2,4,5-tetrahydro-3H-3-benzazepine-3-carboxylate (D41) (4.67 g, 12 mmol) in dimethylformamide (30 ml). After 15 minutes, benzyl bromide (2.04 g, 1.4 ml, 12 mmol) was added and the mixture stirred for 2 hours. The mixture was diluted with water and ethyl acetate, the organic layer was separated, washed with water and brine, dried over magnesium sulfate, filtered and ... Run in O (water), C(C)(=O)OCC (ethyl acetate), CN(C=O)C (dimethylformamide). Starting materials: Br.C(C)(=O)O (HBr acetic acid), C(#N)C(C(=O)[O-])=CC(=CN(C)C)C (2-cyano-5-(N,N-dimethylamino)-4-methyl-2,4-pentanedienoate), C(=O)([O-])[O-].[Na+].[Na+] (Na2CO3). Solvent: C(C)(=O)O (acetic acid). The product is BrC1=C(C(=O)OCC)C=C(C=N1)C (ethyl 2-bromo-5-methylnicotinate). The yield is 35.0%. As a reaction SMILES: C([C:3](=[CH:7][C:8]([CH3:13])=[CH:9][N:10]([CH3:12])C)[C:4]([O-:6])=[O:5])#N.[BrH:14].[C:15](O)(=O)[CH3:16].C([O-])([O-])=O.[Na+].[Na+]>C(O)(=O)C>[Br:14][C:12]1[N:10]=[CH:9][C:8]([CH3:13])=[CH:7][C:3]=1[C:4]([O:6][CH2:15][CH3:16])=[O:5] |f:1.2,3.4.5|. Procedure: The crude 2-cyano-5-(N,N-dimethylamino)-4-methyl-2,4-pentanedienoate (15.9 g) was dissolved in acetic acid (50 ml) and the mixture heated at 40°. A solution of 30% HBr/acetic acid (100 ml) was added dropwise and then the mixture was heated to 55° with stirring. After heating for 3/4 of an hour, the solution was poured onto ice, neutralized with solid Na2CO3 and extracted with CH2Cl2 (4×200 ml). The organic extracts were dried over Na2SO4, filtered and concentrated to dryness. The residue was dis... Reactants: CON=C(C(=O)NC1[C@@H]2N(C(=CCS2)C(=O)O)C1=O)C(CBr)=O (7-(2-Methoxyimino-3-oxo-4-bromobutyramido)-3-cephem-4-carboxylic acid), NC(=S)N (thiourea), C(C)(=O)[O-].[Na+] (sodium acetate), resultant solution, C(C)(C)OC(C)C (diisopropyl ether). Solvent: CO (methanol). Reaction conditions: temperature 30 celsius, time 5 hour. Yields the product NC=1SC=C(N1)C(C(=O)NC1[C@@H]2N(C(=CCS2)C(=O)O)C1=O)=NOC (7-[2-(2-aminothiazol-4-yl)-2-methoxyiminoacetamido]-3-cephem-4-carboxylic acid). Isolated yield 118.7%. Reaction SMILES: [CH3:1][O:2][N:3]=[C:4]([C:20](=O)[CH2:21]Br)[C:5]([NH:7][CH:8]1[C:18](=[O:19])[N:10]2[C:11]([C:15]([OH:17])=[O:16])=[CH:12][CH2:13][S:14][C@H:9]12)=[O:6].[NH2:24][C:25]([NH2:27])=[S:26].C([O-])(=O)C.[Na+].C(OC(C)C)(C)C>CO>[NH2:27][C:25]1[S:26][CH:21]=[C:20]([C:4](=[N:3][O:2][CH3:1])[C:5]([NH:7][CH:8]2[C:18](=[O:19])[N:10]3[C:11]([C:15]([OH:17])=[O:16])=[CH:12][CH2:13][S:14][C@H:9]23)=[O:6])[N:24]=1 |f:2.3|. Reported procedure: 7-(2-Methoxyimino-3-oxo-4-bromobutyramido)-3-cephem-4-carboxylic acid (syn isomer, 10 g.) was added to a solution of thiourea (2.81 g.) and sodium acetate (2.22 g.) in methanol (50 ml) and stirred at 30° C. for 5 hours. To the resultant solution was added diisopropyl ether (200 ml.) and stirred at 30 minutes. The precipitates were collected by filtration, washed with diisopropyl ether and dried to give 7-[2-(2-aminothiazol-4-yl)-2-methoxyiminoacetamido]-3-cephem-4-carboxylic acid (syn isomer, 11... Starting materials: COC1=CC=C(CN(C2=NC=C(C=N2)C=2C3=C(N=C(N2)N2CCOCC2)NCC3)CC3=CC=C(C=C3)OC)C=C1 (bis-(4-methoxy-benzyl)-[5-(2-morpholin-4-yl-6,7-dihydro-5H-pyrrolo[2,3-d]pyrimidin-4-yl)-pyrimidin-2-yl]-amine), BrC1=CC=C(C=C1)CC(=O)N1CCN(CC1)C (2-(4-bromo-phenyl)-1-(4-methyl-piperazin-1-yl)-ethanone). The product is COC1=CC=C(CN(C2=NC=C(C=N2)C=2C3=C(N=C(N2)N2CCOCC2)N(CC3)C3=CC=C(C=C3)CC(=O)N3CCN(CC3)C)CC3=CC=C(C=C3)OC)C=C1 (2-[4-(4-{2-[bis-(4-methoxy-benzyl)-amino]-pyrimidin-5-yl}-2-morpholin-4-yl-5,6-dihydro-pyrrolo[2,3-d]pyrimidin-7-yl)-phenyl]-1-(4-methyl-piperazin-1-yl)-ethanone). As a reaction SMILES: [CH3:1][O:2][C:3]1[CH:40]=[CH:39][C:6]([CH2:7][N:8]([CH2:30][C:31]2[CH:36]=[CH:35][C:34]([O:37][CH3:38])=[CH:33][CH:32]=2)[C:9]2[N:14]=[CH:13][C:12]([C:15]3[C:16]4[CH2:29][CH2:28][NH:27][C:17]=4[N:18]=[C:19]([N:21]4[CH2:26][CH2:25][O:24][CH2:23][CH2:22]4)[N:20]=3)=[CH:11][N:10]=2)=[CH:5][CH:4]=1.Br[C:42]1[CH:47]=[CH:46][C:45]([CH2:48][C:49]([N:51]2[CH2:56][CH2:55][N:54]([CH3:57])[CH2:53][CH2:52]2)=[O:50])=[CH:44][CH:43]=1>>[CH3:38][O:37][C:34]1[CH:33]=[CH:32][C:31]([CH2:30][N:8]([CH2:7][C:6]2[CH:5]=[CH:4][C:3]([O:2][CH3:1])=[CH:40][CH:39]=2)[C:9]2[N:10]=[CH:11][C:12]([C:15]3[C:16]4[CH2:29][CH2:28][N:27]([C:42]5[CH:43]=[CH:44][C:45]([CH2:48][C:49]([N:51]6[CH2:52][CH2:53][N:54]([CH3:57])[CH2:55][CH2:56]6)=[O:50])=[CH:46][CH:47]=5)[C:17]=4[N:18]=[C:19]([N:21]4[CH2:26][CH2:25][O:24][CH2:23][CH2:22]4)[N:20]=3)=[CH:13][N:14]=2)=[CH:36][CH:35]=1. Procedure: Using bis-(4-methoxy-benzyl)-[5-(2-morpholin-4-yl-6,7-dihydro-5H-pyrrolo[2,3-d]pyrimidin-4-yl)-pyrimidin-2-yl]-amine (200 mg) and 2-(4-bromo-phenyl)-1-(4-methyl-piperazin-1-yl)-ethanone (130 mg) instead of 4-chloropicolinic acid t-butylamide, in the same manner as Example 1-D-07, a crude product of 2-[4-(4-{2-[bis-(4-methoxy-benzyl)-amino]-pyrimidin-5-yl}-2-morpholin-4-yl-5,6-dihydro-pyrrolo[2,3-d]pyrimidin-7-yl)-phenyl]-1-(4-methyl-piperazin-1-yl)-ethanone was obtained, and further PMB group wa... Starting materials: O=C1CCC(=O)N1Br, Cc1ccc(C#N)cc1Br, ClC(Cl)Cl, CC(C)(C#N)N=NC(C)(C)C#N. Product: N#Cc1ccc(CBr)c(Br)c1. As a reaction SMILES: [Br:11][N:12]1[C:13](=[O:14])[CH2:15][CH2:16][C:17]1=[O:18].[Br:1][c:2]1[cH:3][c:4]([C:5]#[N:6])[cH:7][cH:8][c:9]1[CH3:10].[CH:31]([Cl:32])([Cl:33])[Cl:34].[N:19]#[C:20][C:21]([N:22]=[N:23][C:24]([C:25]#[N:26])([CH3:27])[CH3:28])([CH3:29])[CH3:30]>>[Br:1][c:2]1[cH:3][c:4]([C:5]#[N:6])[cH:7][cH:8][c:9]1[CH2:10][Br:11]. Reactants: C1COCCO1, CCNCc1cc(C(F)(F)F)ccc1-c1cc(Cl)cc(CC(=O)OC)c1, [Li+], [OH-]. Product: CCNCc1cc(C(F)(F)F)ccc1-c1cc(Cl)cc(CC(=O)O)c1. RXN SMILES: [CH2:29]1[O:30][CH2:31][CH2:32][O:33][CH2:34]1.[CH3:1][O:2][C:3]([CH2:4][c:5]1[cH:6][c:7](-[c:12]2[c:13]([CH2:22][NH:23][CH2:24][CH3:25])[cH:14][c:15]([C:18]([F:19])([F:20])[F:21])[cH:16][cH:17]2)[cH:8][c:9]([Cl:11])[cH:10]1)=[O:26].[Li+:28].[OH-:27]>>[O:2]=[C:3]([CH2:4][c:5]1[cH:6][c:7](-[c:12]2[c:13]([CH2:22][NH:23][CH2:24][CH3:25])[cH:14][c:15]([C:18]([F:19])([F:20])[F:21])[cH:16][cH:17]2)[cH:8][c:9]([Cl:11])[cH:10]1)[OH:26]. Reactants: N1C2=C(CCCC1=O)C=CC=C2 (1,3,4,5-tetrahydro-benzo[b]azepin-2-one), CO (MeOH). Solvent: S(O)(O)(=O)=O (sulfuric acid). Run at temperature 70 celsius, time 2 hour. Yields the product COC(CCCC1=C(C=CC=C1)N)=O (4-(2-amino-phenyl)-butyric acid methyl ester). Reaction SMILES: [NH:1]1[C:7](=[O:8])[CH2:6][CH2:5][CH2:4][C:3]2[CH:9]=[CH:10][CH:11]=[CH:12][C:2]1=2.[CH3:13][OH:14]>S(=O)(=O)(O)O>[CH3:13][O:14][C:7](=[O:8])[CH2:6][CH2:5][CH2:4][C:3]1[CH:9]=[CH:10][CH:11]=[CH:12][C:2]=1[NH2:1]. Procedure: To 1,3,4,5-tetrahydro-benzo[b]azepin-2-one (1 g, 6.2 mmol) in MeOH (8 mL), concentrated sulfuric acid (0.5 mL) was added and the mixture was stirred at room temperature for 2 hrs and at 70° C. for an additional hr. The solvent was removed and DCM and water were added. The organic layer was removed and the aqueous layer was basified with sat NaHCO3 and extracted with EtOAc (3×). The combined organic layers were washed with brine, dried (Na2SO4) and concentrated in vacuo to yield 4-(2-amino-phenyl...